From a dataset of the Open Reaction Database (ORD), a public repository of structured organic reaction records. describe an organic reaction: reactants, conditions, products, and yield Reactants: COC(=O)C1=NN2C(CN(C3=C2C=CC=N3)C3=CC(=CC=C3)Cl)=N1 (5-(3-chlorophenyl)-4,5-dihydropyrido[2,3-e][1,2,4]triazolo[1,5-a]pyrazine-2-carboxylic acid methyl ester), [BH4-].[Na+] (sodium borohydride). Product: ClC=1C=C(C=CC1)N1CC=2N(C3=C1N=CC=C3)N=C(N2)CO (5-(3-chlorophenyl)-4,5-dihydropyrido[2,3-e][1,2,4]triazolo[1,5-a]pyrazine-2-methanol). RXN SMILES: C[O:2][C:3]([C:5]1[N:24]=[C:8]2[CH2:9][N:10]([C:17]3[CH:22]=[CH:21][CH:20]=[C:19]([Cl:23])[CH:18]=3)[C:11]3[N:16]=[CH:15][CH:14]=[CH:13][C:12]=3[N:7]2[N:6]=1)=O.[BH4-].[Na+]>>[Cl:23][C:19]1[CH:18]=[C:17]([N:10]2[C:11]3[N:16]=[CH:15][CH:14]=[CH:13][C:12]=3[N:7]3[N:6]=[C:5]([CH2:3][OH:2])[N:24]=[C:8]3[CH2:9]2)[CH:22]=[CH:21][CH:20]=1 |f:1.2|. Procedure: using 3.80 g (0.011 mol) of 5-(3-chlorophenyl)-4,5-dihydropyrido[2,3-e][1,2,4]triazolo[1,5-a]pyrazine-2-carboxylic acid methyl ester and 4.20 g (0.112 mol) of sodium borohydride there is obtained 5-(3-chlorophenyl)-4,5-dihydropyrido[2,3-e][1,2,4]triazolo[1,5-a]pyrazine-2-methanol having a melting point of 204°-206°; Starting materials: CC#N, CCN(C(C)C)C(C)C, NS(=O)(=O)c1ccc(N=C=S)cc1, NCCCCCCCCN(CC(=O)O)Cc1ccccn1. Product: NS(=O)(=O)c1ccc(NC(=S)NCCCCCCCCN(CC(=O)O)Cc2ccccn2)cc1. As a reaction SMILES: [CH3:35][C:36]#[N:37].[CH:38]([N:39]([CH2:40][CH3:41])[CH:42]([CH3:43])[CH3:44])([CH3:45])[CH3:46].[N:22](=[C:23]=[S:24])[c:25]1[cH:26][cH:27][c:28]([S:31](=[O:32])(=[O:33])[NH2:34])[cH:29][cH:30]1.[NH2:1][CH2:2][CH2:3][CH2:4][CH2:5][CH2:6][CH2:7][CH2:8][CH2:9][N:10]([CH2:11][C:12](=[O:13])[OH:14])[CH2:15][c:16]1[n:17][cH:18][cH:19][cH:20][cH:21]1>>[NH:1]([CH2:2][CH2:3][CH2:4][CH2:5][CH2:6][CH2:7][CH2:8][CH2:9][N:10]([CH2:11][C:12](=[O:13])[OH:14])[CH2:15][c:16]1[n:17][cH:18][cH:19][cH:20][cH:21]1)[C:23]([NH:22][c:25]1[cH:26][cH:27][c:28]([S:31](=[O:32])(=[O:33])[NH2:34])[cH:29][cH:30]1)=[S:24].